Dataset: the Open Reaction Database (ORD), a public repository of structured organic reaction records. Task: describe an organic reaction: reactants, conditions, products, and yield The reactants are O=C(Cc1ccc(F)cc1)N1CC(N2CCOCC2)CN1C(=O)OCc1ccccc1, CO. Yields the product O=C(Cc1ccc(F)cc1)N1CC(N2CCOCC2)CN1. As a reaction SMILES: [CH2:1]([O:2][C:3](=[O:4])[N:11]1[N:12]([C:22]([CH2:23][c:24]2[cH:25][cH:26][c:27]([F:30])[cH:28][cH:29]2)=[O:31])[CH2:13][CH:14]([N:16]2[CH2:17][CH2:18][O:19][CH2:20][CH2:21]2)[CH2:15]1)[c:5]1[cH:6][cH:7][cH:8][cH:9][cH:10]1.[CH3:32][OH:33]>>[NH:11]1[N:12]([C:22]([CH2:23][c:24]2[cH:25][cH:26][c:27]([F:30])[cH:28][cH:29]2)=[O:31])[CH2:13][CH:14]([N:16]2[CH2:17][CH2:18][O:19][CH2:20][CH2:21]2)[CH2:15]1. Starting materials: CCNc1ccc(C#N)cc1N=C1SC(=C2Sc3ccc(O)cc3N2C)C(=O)N1Cc1ccccc1, CN(C)C(=O)Cl, ClC(Cl)Cl. The product is CCNc1ccc(C#N)cc1N=C1SC(=C2Sc3ccc(OC(=O)N(C)C)cc3N2C)C(=O)N1Cc1ccccc1. RXN SMILES: [CH2:1]([c:2]1[cH:3][cH:4][cH:5][cH:6][cH:7]1)[N:8]1[C:9](=[N:25][c:26]2[cH:27][c:28]([C:29]#[N:30])[cH:31][cH:32][c:33]2[NH:34][CH2:35][CH3:36])[S:10][C:11](=[C:14]2[S:15][c:16]3[c:17]([cH:20][c:21]([OH:24])[cH:22][cH:23]3)[N:18]2[CH3:19])[C:12]1=[O:13].[CH3:37][N:38]([C:39](=[O:40])[Cl:41])[CH3:42].[Cl:43][CH:44]([Cl:45])[Cl:46]>>[CH2:1]([c:2]1[cH:3][cH:4][cH:5][cH:6][cH:7]1)[N:8]1[C:9](=[N:25][c:26]2[cH:27][c:28]([C:29]#[N:30])[cH:31][cH:32][c:33]2[NH:34][CH2:35][CH3:36])[S:10][C:11](=[C:14]2[S:15][c:16]3[c:17]([cH:20][c:21]([O:24][C:39]([N:38]([CH3:37])[CH3:42])=[O:40])[cH:22][cH:23]3)[N:18]2[CH3:19])[C:12]1=[O:13]. The reactants are Cl (HCl), ice, COC(=O)C=1OC2=C(C1)C=C(C=C2)OCCN2CCCC2 (5-(2-pyrrolidin-1-ylethoxy)benzofuran-2-carboxylic acid methyl ester), [OH-].[Li+] (lithium hydroxide). Solvent: O1CCOCC1 (dioxane). Run at time 4 hour. Yields the product N1(CCCC1)CCOC=1C=CC2=C(C=C(O2)C(=O)O)C1 (5-(2-pyrrolidin-1-yl-ethoxy)-benzofuran-2-carboxylic acid). Yield: 58.1%. Reaction SMILES: C[O:2][C:3]([C:5]1[O:6][C:7]2[CH:13]=[CH:12][C:11]([O:14][CH2:15][CH2:16][N:17]3[CH2:21][CH2:20][CH2:19][CH2:18]3)=[CH:10][C:8]=2[CH:9]=1)=[O:4].[OH-].[Li+].Cl>O1CCOCC1>[N:17]1([CH2:16][CH2:15][O:14][C:11]2[CH:12]=[CH:13][C:7]3[O:6][C:5]([C:3]([OH:4])=[O:2])=[CH:9][C:8]=3[CH:10]=2)[CH2:18][CH2:19][CH2:20][CH2:21]1 |f:1.2|. Procedure: To an ice-cooled solution of 5-(2-pyrrolidin-1-ylethoxy)benzofuran-2-carboxylic acid methyl ester (960 mg, 3.3 mmol) anhydrous ethylene glycol dimethyl ether (10 ml) was added dropwise degassed aqueous lithium hydroxide solution (2.0 ml, 2.0M). After stirring at room temperature for 4 h, the solution was cooled down and the pH was adjusted to 2 with 4.0 M HCl in dioxane. A gummy tan precipitate formed. The solvent was removed and the gummy residue was frozen and lyophilized. The tan colored soli...